From a dataset of the Open Reaction Database (ORD), a public repository of structured organic reaction records. describe an organic reaction: reactants, conditions, products, and yield Reactants: C(#N)C1=CC=C(C=C1)O (4-cyanophenol), BrCCC(C)(C)C (1-bromo-3,3-dimethylbutane), C([O-])([O-])=O.[K+].[K+] (potassium carbonate), [I-].[K+] (potassium iodide). The solvent is CC(=O)C (acetone), CC(=O)C (acetone). Yields the product CC(CCOC1=CC=C(C#N)C=C1)(C)C (4-(3,3-Dimethylbutoxy)-benzonitrile). The yield is 88.5%. As a reaction SMILES: [C:1]([C:3]1[CH:8]=[CH:7][C:6]([OH:9])=[CH:5][CH:4]=1)#[N:2].Br[CH2:11][CH2:12][C:13]([CH3:16])([CH3:15])[CH3:14].C(=O)([O-])[O-].[K+].[K+].[I-].[K+]>CC(C)=O>[CH3:14][C:13]([CH3:16])([CH3:15])[CH2:12][CH2:11][O:9][C:6]1[CH:7]=[CH:8][C:3]([C:1]#[N:2])=[CH:4][CH:5]=1 |f:2.3.4,5.6|. Procedure: Mix 4-cyanophenol (1.2 g, 10 mmol), 1-bromo-3,3-dimethylbutane (5.3 g, 32 mmol), powdered potassium carbonate (4.14 g, 30 mmol), and powdered potassium iodide (166 mg, 1 mmol) in acetone (60 mL). Stir under inert atmosphere and heat at reflux for 48 h. Cool the reaction mixture to ambient temperature. Dilute with acetone, filter and evaporate. Purify by chromatography on silica gel eluting with hexane/EtOAc (10 and 9:1) to obtain the desired intermediate (1.8 g, 89%). MS (ES+) m/z: 221 (M+NH4)+. Starting materials: CN(Cc1ccc(Cl)cc1)Cc1csc(=Nc2ccc(OC(F)(F)F)cc2)n1CCCNC(=O)OC(C)(C)C, Cl. Product: CN(Cc1ccc(Cl)cc1)Cc1csc(=Nc2ccc(OC(F)(F)F)cc2)n1CCCN. Reaction SMILES: [Cl:1][c:2]1[cH:3][cH:4][c:5]([CH2:6][N:7]([CH3:8])[CH2:9][c:10]2[n:11]([CH2:27][CH2:28][CH2:29][NH:30][C:31](=[O:32])[O:33][C:34]([CH3:35])([CH3:36])[CH3:37])[c:12](=[N:15][c:16]3[cH:17][cH:18][c:19]([O:22][C:23]([F:24])([F:25])[F:26])[cH:20][cH:21]3)[s:13][cH:14]2)[cH:38][cH:39]1.[ClH:40]>>[Cl:1][c:2]1[cH:3][cH:4][c:5]([CH2:6][N:7]([CH3:8])[CH2:9][c:10]2[n:11]([CH2:27][CH2:28][CH2:29][NH2:30])[c:12](=[N:15][c:16]3[cH:17][cH:18][c:19]([O:22][C:23]([F:24])([F:25])[F:26])[cH:20][cH:21]3)[s:13][cH:14]2)[cH:38][cH:39]1.